From a dataset of the Open Reaction Database (ORD), a public repository of structured organic reaction records. describe an organic reaction: reactants, conditions, products, and yield Starting materials: CC=1C=CC=C2C(NC=NC12)=O (8-methyl 4-quinazolinone), O=P(Cl)(Cl)Cl (POCl3), CN(C1=CC=CC=C1)C (dimethyl aniline), CCCCCC (hexane). Run in C1(=CC=CC=C1)C (toluene). The product is CC=1C=CC=C2C(=NC=NC12)Cl (8-methyl 4 chloro quinazoline). As a reaction SMILES: [CH3:1][C:2]1[CH:3]=[CH:4][CH:5]=[C:6]2[C:11]=1[N:10]=[CH:9][NH:8][C:7]2=O.O=P(Cl)(Cl)[Cl:15].CN(C)C1C=CC=CC=1.CCCCCC>C1(C)C=CC=CC=1>[CH3:1][C:2]1[CH:3]=[CH:4][CH:5]=[C:6]2[C:11]=1[N:10]=[CH:9][N:8]=[C:7]2[Cl:15]. Reported procedure: 4 g of 8-methyl 4-quinazolinone, 5 ml POCl3 and 5 ml dimethyl aniline in 40 ml toluene were refluxed 3.5 hours. Workup and trituration with hexane gave 2.6 g of 8-methyl 4 chloro quinazoline, mp-122° C. NMR CDCl3 δ9.07(1H,S), 8.12(1H,d,J=7.7 Hz), 7.8(1H,d,J=6.0 Hz), 7.60(1H,t), 2.78(3H,S). Reactants: CN(CC(=O)O[C@@H](CN1N(C(C(=C1C)C(NC1=CC(=C(C=C1)OC1=CC=NC2=CC(=CC=C12)OC)F)=O)=O)C1=CC=CC=C1)C)C ((R)-1-(4-(4-(7-methoxyquinolin-4-yloxy)-3-fluorophenylcarbamoyl)-2,3-dihydro-5-methyl-3-oxo-2-phenylpyrazol-1-yl)propan-2-yl 2-(dimethylamino)acetate), C(\C=C\C(=O)O)(=O)O (fumaric acid). The product is C(\C=C\C(=O)O)(=O)O.CN(CC(=O)O[C@@H](CN1N(C(C(=C1C)C(NC1=CC(=C(C=C1)OC1=CC=NC2=CC(=CC=C12)OC)F)=O)=O)C1=CC=CC=C1)C)C ((R)-1-(4-(3-fluoro-4-(7-methoxyquinolin-4-yloxy)phenylcarbamoyl)-5-methyl-3-oxo-2-phenyl-2,3-dihydropyrazol-1-yl)propan-2-yl 2-(dimethylamino)acetate fumarate), solid. Isolated yield 66.0%. Reaction SMILES: [CH3:1][N:2]([CH3:46])[CH2:3][C:4]([O:6][C@H:7]([CH3:45])[CH2:8][N:9]1[C:13]([CH3:14])=[C:12]([C:15](=[O:37])[NH:16][C:17]2[CH:22]=[CH:21][C:20]([O:23][C:24]3[C:33]4[C:28](=[CH:29][C:30]([O:34][CH3:35])=[CH:31][CH:32]=4)[N:27]=[CH:26][CH:25]=3)=[C:19]([F:36])[CH:18]=2)[C:11](=[O:38])[N:10]1[C:39]1[CH:44]=[CH:43][CH:42]=[CH:41][CH:40]=1)=[O:5].[C:47]([OH:54])(=[O:53])/[CH:48]=[CH:49]/[C:50]([OH:52])=[O:51]>>[C:47]([OH:54])(=[O:53])/[CH:48]=[CH:49]/[C:50]([OH:52])=[O:51].[CH3:46][N:2]([CH3:1])[CH2:3][C:4]([O:6][C@H:7]([CH3:45])[CH2:8][N:9]1[C:13]([CH3:14])=[C:12]([C:15](=[O:37])[NH:16][C:17]2[CH:22]=[CH:21][C:20]([O:23][C:24]3[C:33]4[C:28](=[CH:29][C:30]([O:34][CH3:35])=[CH:31][CH:32]=4)[N:27]=[CH:26][CH:25]=3)=[C:19]([F:36])[CH:18]=2)[C:11](=[O:38])[N:10]1[C:39]1[CH:40]=[CH:41][CH:42]=[CH:43][CH:44]=1)=[O:5] |f:2.3|. Reported procedure: The title compound was prepared according to the procedure described in Example 54 step 2 by using (R)-1-(4-(4-(7-methoxyquinolin-4-yloxy)-3-fluorophenylcarbamoyl)-2,3-dihydro-5-methyl-3-oxo-2-phenylpyrazol-1-yl)propan-2-yl 2-(dimethylamino)acetate (100 mg, 0.16 mmol) and fumaric acid (55.44 mg, 0.48 mmol, Shantou Xilong Chemical Factory). The title compound was obtained as a yellow solid (78.7 mg, 66%). Starting materials: CC1(OC2=C(C1)C=CC=C2O)C (2,3-dihydro-2,2-dimethyl-7-hydroxy-benzofuran), tri-C8-10 -alkyl-methyl-ammonium-chloride, BrCCCl (1-bromo-2-chloro-ethane), [OH-].[Na+] (sodium hydroxide). The reagents and catalysts are CCCCCCCC[N+](C)(CCCCCCCC)CCCCCCCC.[Cl-] (Adogen 464). Solvent: C(Cl)Cl (methylene-chloride). Reaction conditions: time 7 hour. The product is CC1(OC2=C(C1)C=CC=C2OCCCl)C (2,3-dihydro-2,2-dimethyl-7-(2'-chloro-ethoxy)-benzofuran). RXN SMILES: [CH3:1][C:2]1([CH3:12])[CH2:6][C:5]2[CH:7]=[CH:8][CH:9]=[C:10]([OH:11])[C:4]=2[O:3]1.Br[CH2:14][CH2:15][Cl:16].[OH-].[Na+]>CCCCCCCC[N+](CCCCCCCC)(CCCCCCCC)C.[Cl-].C(Cl)Cl>[CH3:1][C:2]1([CH3:12])[CH2:6][C:5]2[CH:7]=[CH:8][CH:9]=[C:10]([O:11][CH2:14][CH2:15][Cl:16])[C:4]=2[O:3]1 |f:2.3,4.5|. Procedure details: To 200 ml. methylene-chloride 32.84 g. (0.2 mole) 2,3-dihydro-2,2-dimethyl-7-hydroxy-benzofuran, 57.37 g. (0.4 mole) 1-bromo-2-chloro-ethane 200 ml. 2N sodium hydroxide solution and 8 g. Adogen 464 phase transfer catalyst (tri-C8-10 -alkyl-methyl-ammonium-chloride) are added. The reaction mixture is heated under vigorous stirring for 7 hours and the reaction is monitored by gas chromatographic analysis. Reactants: C(C)(C)(C)NC(=S)NC(CO)C1=CC(=CC=C1)[N+](=O)[O-] (N-(tert-butyl)-N′-[2-hydroxy-1-(3-nitrophenyl)ethyl]thiourea), solid, Cl (hydrochloric acid). Conditions: temperature 100 celsius. Yields the product [N+](=O)([O-])C=1C=C(C=CC1)C1N=C(SC1)N (4-(3-nitrophenyl)-4,5-dihydro-1,3-thiazol-2-ylamine). The yield is 90.3%. As a reaction SMILES: C([NH:5][C:6]([NH:8][CH:9]([C:12]1[CH:17]=[CH:16][CH:15]=[C:14]([N+:18]([O-:20])=[O:19])[CH:13]=1)[CH2:10]O)=[S:7])(C)(C)C.Cl>>[N+:18]([C:14]1[CH:13]=[C:12]([CH:9]2[CH2:10][S:7][C:6]([NH2:5])=[N:8]2)[CH:17]=[CH:16][CH:15]=1)([O-:20])=[O:19]. Reported procedure: The process is performed as in Example 2, starting with 1.49 g of N-(tert-butyl)-N′-[2-hydroxy-1-(3-nitrophenyl)ethyl]thiourea in 14 cm3 of aqueous 6 N hydrochloric acid by heating to a temperature in the region of 100° C. for 2 h 30 min. By means of an identical work-up, 1.01 g of 4-(3-nitrophenyl)-4,5-dihydro-1,3-thiazol-2-ylamine are obtained in the form of a cream-colored solid melting at 232° C. The reactants are C(C(C)C)C=1C=C(C=CC1)C(C)O (1-(3-isobutylphenyl)ethanol), C1(=CC=CC=C1)P(C1=CC=CC=C1)C1=CC=CC=C1 (triphenylphosphine), C(Br)(Br)(Br)Br (carbon tetrabromide). The solvent is CCOCC (ether). Run at temperature 25 celsius, time 1 hour. Product: BrC(C)C1=CC(=CC=C1)CC(C)C (1-(1-bromoethyl)-3-isobutylbenzene). The yield is 100.1%. Reaction SMILES: [CH2:1]([C:5]1[CH:6]=[C:7]([CH:11](O)[CH3:12])[CH:8]=[CH:9][CH:10]=1)[CH:2]([CH3:4])[CH3:3].C1(P(C2C=CC=CC=2)C2C=CC=CC=2)C=CC=CC=1.C(Br)(Br)(Br)[Br:34]>CCOCC>[Br:34][CH:11]([C:7]1[CH:8]=[CH:9][CH:10]=[C:5]([CH2:1][CH:2]([CH3:4])[CH3:3])[CH:6]=1)[CH3:12]. Reported procedure: A mixture of 1-(3-isobutylphenyl)ethanol (1.1 g), triphenylphosphine (3.24 g) and carbon tetrabromide (4.09 g) in ether (20 ml) was stirred at 25° C. for 1 hour. The precipitates were filtered off, and the filtrate was evaporated to give 1-(1-bromoethyl)-3-isobutylbenzene (1.49 g) as an oil. Starting materials: CCOCC, ClCCl, Cc1nnc(N2N=C(c3cc(F)ccc3F)SC2(CCCNC(=O)OC(C)(C)C)c2cccc(O)c2)s1. The product is Cc1nnc(N2N=C(c3cc(F)ccc3F)SC2(CCCN)c2cccc(O)c2)s1. Reaction SMILES: [CH3:38][CH2:39][O:40][CH2:41][CH3:42].[Cl:43][CH2:44][Cl:45].[F:1][c:2]1[c:3]([C:9]2=[N:10][N:11]([c:32]3[s:33][c:34]([CH3:37])[n:35][n:36]3)[C:12]([c:14]3[cH:15][c:16]([OH:20])[cH:17][cH:18][cH:19]3)([CH2:21][CH2:22][CH2:23][NH:24][C:25](=[O:26])[O:27][C:28]([CH3:29])([CH3:30])[CH3:31])[S:13]2)[cH:4][c:5]([F:8])[cH:6][cH:7]1>>[F:1][c:2]1[c:3]([C:9]2=[N:10][N:11]([c:32]3[s:33][c:34]([CH3:37])[n:35][n:36]3)[C:12]([c:14]3[cH:15][c:16]([OH:20])[cH:17][cH:18][cH:19]3)([CH2:21][CH2:22][CH2:23][NH2:24])[S:13]2)[cH:4][c:5]([F:8])[cH:6][cH:7]1. Starting materials: CCc1c(O)cc(O)c(C(=O)c2ccc(OC)cc2)c1CC(=O)OC, CO, Cl, [Na+], [OH-]. The product is CCc1c(O)cc(O)c(C(=O)c2ccc(OC)cc2)c1CC(=O)O. RXN SMILES: [CH2:1]([CH3:2])[c:3]1[c:4]([CH2:21][C:22](=[O:23])[O:24][CH3:25])[c:5]([C:11]([c:12]2[cH:13][cH:14][c:15]([O:18][CH3:19])[cH:16][cH:17]2)=[O:20])[c:6]([OH:10])[cH:7][c:8]1[OH:9].[CH3:29][OH:30].[ClH:28].[Na+:27].[OH-:26]>>[CH2:1]([CH3:2])[c:3]1[c:4]([CH2:21][C:22](=[O:23])[OH:24])[c:5]([C:11]([c:12]2[cH:13][cH:14][c:15]([O:18][CH3:19])[cH:16][cH:17]2)=[O:20])[c:6]([OH:10])[cH:7][c:8]1[OH:9]. Starting materials: Cc1cc(O)c(C)cc1O, CN(C)C=O, CN(C(=O)OC(C)(C)C)c1cc(Cl)ccc1[N+](=O)[O-], [H-], [Na+]. Product: Cc1cc(Oc2ccc([N+](=O)[O-])c(N(C)C(=O)OC(C)(C)C)c2)c(C)cc1O. RXN SMILES: [CH3:1][c:2]1[c:3]([OH:4])[cH:5][c:6]([CH3:10])[c:7]([OH:9])[cH:8]1.[CH3:32][N:33]([CH3:34])[CH:35]=[O:36].[Cl:11][c:12]1[cH:13][cH:14][c:15]([N+:27](=[O:28])[O-:29])[c:16]([N:18]([C:19]([O:20][C:21]([CH3:22])([CH3:23])[CH3:24])=[O:25])[CH3:26])[cH:17]1.[H-:30].[Na+:31]>>[CH3:1][c:2]1[c:3]([OH:4])[cH:5][c:6]([CH3:10])[c:7]([O:9][c:12]2[cH:13][cH:14][c:15]([N+:27](=[O:28])[O-:29])[c:16]([N:18]([C:19]([O:20][C:21]([CH3:22])([CH3:23])[CH3:24])=[O:25])[CH3:26])[cH:17]2)[cH:8]1.